From a dataset of the Open Reaction Database (ORD), a public repository of structured organic reaction records. describe an organic reaction: reactants, conditions, products, and yield Reactants: N(C(=N)N)C=1SC=C(N1)CO (2-guanidino-4-hydroxymethylthiazole), C1(=CC=C(C=C1)S(=O)(=O)Cl)C (4-toluenesulfonyl chloride), resultant mixture. Run in N1=CC=CC=C1 (pyridine). Product: N(C(=N)N)C=1SC=C(N1)COS(=O)(=O)C1=CC=C(C=C1)C (2-guanidino-4-(4-toluenesulfonyloxymethyl)thiazole). Isolated yield 45.9%. RXN SMILES: [NH:1]([C:5]1[S:6][CH:7]=[C:8]([CH2:10][OH:11])[N:9]=1)[C:2]([NH2:4])=[NH:3].[C:12]1([CH3:22])[CH:17]=[CH:16][C:15]([S:18](Cl)(=[O:20])=[O:19])=[CH:14][CH:13]=1>N1C=CC=CC=1>[NH:1]([C:5]1[S:6][CH:7]=[C:8]([CH2:10][O:11][S:18]([C:15]2[CH:16]=[CH:17][C:12]([CH3:22])=[CH:13][CH:14]=2)(=[O:20])=[O:19])[N:9]=1)[C:2]([NH2:4])=[NH:3]. Reported procedure: To a solution of 2-guanidino-4-hydroxymethylthiazole (0.69 g) in pyridine (5 ml) is gradually added 4-toluenesulfonyl chloride (0.763 g), and the resultant mixture is stirred at room temperature for 4 hours. The resultant mixture is concentrated in vacuum, and the residue is chromatographed on a column of silica gel, which is eluted with methanol. The eluate is concentrated in vacuum to give 2-guanidino-4-(4-toluenesulfonyloxymethyl)thiazole (0.6 g) as an oil. The yield is 45.8%. Conditions: temperature 125 celsius. Yields the product FC1=CC2=C(C(=C1)C)C1=CC=C(C=C1C21NC(NC1=O)=O)F (2,7-difluoro-4-methylspiro(9H-fluorene-9,4'-imidazolidine)-2',5'-dione). RXN SMILES: [F:1][C:2]1[CH:14]=[C:13]([CH3:15])[C:12]2[C:11]3[C:6](=[CH:7][C:8]([F:16])=[CH:9][CH:10]=3)C(=O)[C:4]=2[CH:3]=1.[C-:18]#[N:19].[K+].[C:21](=[O:24])(O)[O-].[NH4+:25].[CH2:26]([OH:28])C>>[F:1][C:2]1[CH:14]=[C:13]([CH3:15])[C:12]2[C:11]3[C:10]([C:18]4([C:26](=[O:28])[NH:25][C:21](=[O:24])[NH:19]4)[C:4]=2[CH:3]=1)=[CH:9][C:8]([F:16])=[CH:7][CH:6]=3 |f:1.2,3.4|. The reactants are FC1=CC=2C(C3=CC(=CC=C3C2C(=C1)C)F)=O (2,7-Difluoro-4-methyl-9-fluorenone), C(C)O (ethanol), [C-]#N.[K+] (potassium cyanide), C([O-])(O)=O.[NH4+] (ammonium bicarbonate). Reported procedure: 2,7-Difluoro-4-methyl-9-fluorenone (1.3 g, 0.0056 mol), potassium cyanide (3 eq, 0.017 mol, 1.1 g), ammonium bicarbonate (3 eq, 0.017 mol, 1.3 g), and 50 mL of ethanol were placed in a sealed bomb and heated at 125° C. for 20 h. The bomb was cooled to room temperature and the contents were filtered through Celite washing with water and ethyl acetate. The filtrate was concentrated in vacuo and the residue was dissolved in 40 mL of 1N aqueous sodium hydroxide and washed with ethyl acetate (2×30 mL... Starting materials: COc1ccc(Br)c(OC)c1, COc1cc2c(cc1OC)C(=O)C(=O)N2. Yields the product COc1ccc(C2(O)C(=O)Nc3cc(OC)c(OC)cc32)c(OC)c1. As a reaction SMILES: [CH3:16][O:17][c:18]1[c:19]([Br:26])[cH:20][cH:21][c:22]([O:24][CH3:25])[cH:23]1.[CH3:1][O:2][c:3]1[cH:4][c:5]2[c:9]([cH:10][c:11]1[O:12][CH3:13])[NH:8][C:7](=[O:14])[C:6]2=[O:15]>>[CH3:1][O:2][c:3]1[cH:4][c:5]2[c:9]([cH:10][c:11]1[O:12][CH3:13])[NH:8][C:7](=[O:14])[C:6]2([OH:15])[c:19]1[c:18]([O:17][CH3:16])[cH:23][c:22]([O:24][CH3:25])[cH:21][cH:20]1. Starting materials: F[B-](F)(F)F, CCN(C(C)C)C(C)C, CN(C)C=O, CS(=O)(=O)c1ccc(Cl)c(C(=O)O)c1, FC(F)(F)c1ccc(N2CCNCC2)cc1, CN(C)C(On1nnc2ccccc21)=[N+](C)C. Product: CS(=O)(=O)c1ccc(Cl)c(C(=O)N2CCN(c3ccc(C(F)(F)F)cc3)CC2)c1. RXN SMILES: [B-:15]([F:16])([F:17])([F:18])[F:19].[CH2:37]([N:38]([CH:39]([CH3:40])[CH3:41])[CH:42]([CH3:43])[CH3:44])[CH3:45].[CH3:62][N:63]([CH3:64])[CH:65]=[O:66].[Cl:1][c:2]1[c:3]([C:4](=[O:5])[OH:6])[cH:7][c:8]([S:11](=[O:12])(=[O:13])[CH3:14])[cH:9][cH:10]1.[F:46][C:47]([c:48]1[cH:49][cH:50][c:51]([N:54]2[CH2:55][CH2:56][NH:57][CH2:58][CH2:59]2)[cH:52][cH:53]1)([F:60])[F:61].[n:20]1([O:21][C:22]([N:23]([CH3:24])[CH3:25])=[N+:26]([CH3:27])[CH3:28])[c:29]2[cH:30][cH:31][cH:32][cH:33][c:34]2[n:35][n:36]1>>[Cl:1][c:2]1[c:3]([C:4](=[O:6])[N:57]2[CH2:56][CH2:55][N:54]([c:51]3[cH:50][cH:49][c:48]([C:47]([F:46])([F:60])[F:61])[cH:53][cH:52]3)[CH2:59][CH2:58]2)[cH:7][c:8]([S:11](=[O:12])(=[O:13])[CH3:14])[cH:9][cH:10]1.